From a dataset of the Open Reaction Database (ORD), a public repository of structured organic reaction records. describe an organic reaction: reactants, conditions, products, and yield Reactants: [Br-], [Br-], [Br-], CC(=O)c1cnccn1, CC(=O)O, c1cc[nH+]cc1, c1cc[nH+]cc1, c1cc[nH+]cc1. Product: O=C(CBr)c1cnccn1. As a reaction SMILES: [Br-:10].[Br-:11].[Br-:12].[C:1]([CH3:2])(=[O:3])[c:4]1[n:5][cH:6][cH:7][n:8][cH:9]1.[CH3:31][C:32](=[O:33])[OH:34].[nH+:13]1[cH:14][cH:15][cH:16][cH:17][cH:18]1.[nH+:19]1[cH:20][cH:21][cH:22][cH:23][cH:24]1.[nH+:25]1[cH:26][cH:27][cH:28][cH:29][cH:30]1>>[C:1]([CH2:2][Br:10])(=[O:3])[c:4]1[n:5][cH:6][cH:7][n:8][cH:9]1. Reactants: CCOC(=O)CCc1ccc(Cl)cc1, C[Al](C)C, Cc1ccccc1, NCCN. The product is Clc1ccc(CCC2=NCCN2)cc1. Reaction SMILES: [CH2:9]([O:10][C:12](=[O:11])[CH2:13][CH2:14][c:15]1[cH:16][cH:17][c:18]([Cl:21])[cH:19][cH:20]1)[CH3:22].[CH3:1][Al:2]([CH3:3])[CH3:4].[CH3:23][c:24]1[cH:25][cH:26][cH:27][cH:28][cH:29]1.[NH2:5][CH2:6][CH2:7][NH2:8]>>[NH:5]1[CH2:6][CH2:7][N:8]=[C:12]1[CH2:13][CH2:14][c:15]1[cH:16][cH:17][c:18]([Cl:21])[cH:19][cH:20]1. Reactants: C(C)OC(=O)C=1C(=C(NC1CCCOS(=O)(=O)C)C(=O)OC(C)(C)C)C (5-(3-methanesulfonyloxy-propyl)-3-methyl-1H-pyrrole-2,4-dicarboxylic acid 2-tert-butyl ester 4-ethyl ester), CN(CCN)C (N,N-dimethylethylenediamine), C(C)(=O)OCC (ethyl acetate). Solvent: [Cl-].[Na+].O (brine). Reaction conditions: time 5 hour. Product: C(C)OC(=O)C=1C(=C(NC1CCCNCCN(C)C)C(=O)OC(C)(C)C)C (5-[3-(2-dimethylamino-ethylamino)-propyl]-3-methyl-1H-pyrrole-2,4-dicarboxylic acid 2-tert-butyl ester 4-ethyl ester). Isolated yield 59.7%. Reaction SMILES: [CH2:1]([O:3][C:4]([C:6]1[C:7]([CH3:26])=[C:8]([C:19]([O:21][C:22]([CH3:25])([CH3:24])[CH3:23])=[O:20])[NH:9][C:10]=1[CH2:11][CH2:12][CH2:13]OS(C)(=O)=O)=[O:5])[CH3:2].[CH3:27][N:28]([CH3:32])[CH2:29][CH2:30][NH2:31].C(OCC)(=O)C>[Cl-].[Na+].O>[CH2:1]([O:3][C:4]([C:6]1[C:7]([CH3:26])=[C:8]([C:19]([O:21][C:22]([CH3:25])([CH3:24])[CH3:23])=[O:20])[NH:9][C:10]=1[CH2:11][CH2:12][CH2:13][NH:31][CH2:30][CH2:29][N:28]([CH3:32])[CH3:27])=[O:5])[CH3:2] |f:3.4.5|. Procedure: 5-(3-Methanesulfonyloxy-propyl)-3-methyl-1H-pyrrole-2,4-dicarboxylic acid 2-tert-butyl ester 4-ethyl ester 1 g (11.964 g, 25.7 mmol) obtained from step 6 of Example 1 was dissolved in N,N-dimethylethylenediamine (12 ml, 97 mmol), the resulting solution was stirred for 5 hours at room temperature. After thin lay chromatography showed the disappearance of starting materials, the reaction mixture was added with ethyl acetate (80 ml) and saturated brine (80 ml), stirred for 5 minutes, and separated ...